This data is from the Open Reaction Database (ORD), a public repository of structured organic reaction records. The task is: describe an organic reaction: reactants, conditions, products, and yield The reactants are C(C1=CC=CC=C1)OC(=O)N1[C@@H](C[C@H](C1)O[Si](C)(C)C(C)(C)C)\C=C/C=1C=NC=CC1 ((2S,4R)-1-benzyloxycarbonyl-4-(t-butyldimethylsilyloxy)-2-[(Z)-2-(pyridin-3-yl)vinyl]-pyrrolidine), Cl (hydrochloric acid), C[O-].[Na+].CO (sodium methoxide methanol). The solvent is CO (methanol). Run at time 3 hour. Yields the product C(C1=CC=CC=C1)OC(=O)N1[C@@H](C[C@H](C1)O)\C=C/C=1C=NC=CC1 ((2S,4R)-1-benzyloxycarbonyl-4-hydroxy-2-[(Z)-2-(pyridin-3-yl)vinyl]-pyrrolidine). The yield is 149.6%. RXN SMILES: [CH2:1]([O:8][C:9]([N:11]1[CH2:15][C@H:14]([O:16][Si](C(C)(C)C)(C)C)[CH2:13][C@H:12]1/[CH:24]=[CH:25]\[C:26]1[CH:27]=[N:28][CH:29]=[CH:30][CH:31]=1)=[O:10])[C:2]1[CH:7]=[CH:6][CH:5]=[CH:4][CH:3]=1.Cl.C[O-].[Na+].CO>CO>[CH2:1]([O:8][C:9]([N:11]1[CH2:15][C@H:14]([OH:16])[CH2:13][C@H:12]1/[CH:24]=[CH:25]\[C:26]1[CH:27]=[N:28][CH:29]=[CH:30][CH:31]=1)=[O:10])[C:2]1[CH:7]=[CH:6][CH:5]=[CH:4][CH:3]=1 |f:2.3.4|. Reported procedure: To a solution of (2S,4R)-1-benzyloxycarbonyl-4-(t-butyldimethylsilyloxy)-2-[(Z)-2-(pyridin-3-yl)vinyl]-pyrrolidine (4.70 g) in methanol (50 ml) was added conc. hydrochloric acid (2.68 ml) at ambient temperature with stirring and the mixture was allowed to stand at the same temperature for 3 hours. To the reaction mixture was added 28% sodium methoxide-methanol solution (6.20 ml) under ice-cooling with stirring and the resulting insoluble material was filtered off. The filtrate was evaporated in ... The reagents and catalysts are [C].[Pd] (palladium carbon). The reactants are NC1=C(C(=O)NCC(=O)N[C@H]2CN(CC2)CC2=CC(=C(C=C2)Cl)[N+](=O)[O-])C=C(C=C1)C(F)(F)F ((R)-3-[[N-(2-amino-5-trifluoromethylbenzoyl)glycyl]amino]-1-(4-chloro-3-nitrobenzyl)pyrrolidine), C(C)(=O)OCC (ethyl acetate). Yields the product NC=1C=C(CN2C[C@@H](CC2)NC(CNC(C2=C(C=CC(=C2)C(F)(F)F)N)=O)=O)C=CC1Cl ((R)-1-(3-amino-4-chlorobenzyl)-3-[[N-(2-amino-5-trifluoromethylbenzoyl)glycyl]amino]pyrrolidine). RXN SMILES: [NH2:1][C:2]1[CH:30]=[CH:29][C:28]([C:31]([F:34])([F:33])[F:32])=[CH:27][C:3]=1[C:4]([NH:6][CH2:7][C:8]([NH:10][C@@H:11]1[CH2:15][CH2:14][N:13]([CH2:16][C:17]2[CH:22]=[CH:21][C:20]([Cl:23])=[C:19]([N+:24]([O-])=O)[CH:18]=2)[CH2:12]1)=[O:9])=[O:5].C(OCC)(=O)C>[C].[Pd].CO>[NH2:24][C:19]1[CH:18]=[C:17]([CH:22]=[CH:21][C:20]=1[Cl:23])[CH2:16][N:13]1[CH2:14][CH2:15][C@@H:11]([NH:10][C:8](=[O:9])[CH2:7][NH:6][C:4](=[O:5])[C:3]2[CH:27]=[C:28]([C:31]([F:34])([F:32])[F:33])[CH:29]=[CH:30][C:2]=2[NH2:1])[CH2:12]1 |f:2.3|. Run at time 15 hour. Run in CO (methanol). Procedure details: A mixture of (R)-3-[[N-(2-amino-5-trifluoromethylbenzoyl)glycyl]amino]-1-(4-chloro-3-nitrobenzyl)pyrrolidine (32.6 mg) with 10% palladium carbon (8 mg), ethyl acetate (2.7 mL) and methanol (0.3 mL) was stirred at room temperature under a hydrogen atmosphere for 15 hours. The palladium carbon was removed by filtration, and the filtrate was concentrated and purified by solid-phase extraction (Bond Elut™ SI, 20% methanol/ethyl acetate) to thereby provide (R)-1-(3-amino-4-chlorobenzyl)-3-[[N-(2-amin...